Dataset: the Open Reaction Database (ORD), a public repository of structured organic reaction records. Task: describe an organic reaction: reactants, conditions, products, and yield Reactants: N1=CC=C(C=C1)C1=NC(=NN1)S (5-(4-pyridyl)-1H-1,2,4-triazole-3-thiol), CC(C)([O-])C.[K+] (potassium t-butoxide), CI (Methyl iodide). Solvent: O (water), CN(C)C=O (DMF). Run at temperature 50 celsius. Product: CSC1=NNC(=N1)C1=CC=NC=C1 (3-methylthio-5-(4-pyridyl)-1H-1,2,4-triazole). Yield: 45.7%. RXN SMILES: [N:1]1[CH:6]=[CH:5][C:4]([C:7]2[NH:11][N:10]=[C:9]([SH:12])[N:8]=2)=[CH:3][CH:2]=1.[CH3:13]C(C)([O-])C.[K+].CI>CN(C=O)C.O>[CH3:13][S:12][C:9]1[N:8]=[C:7]([C:4]2[CH:3]=[CH:2][N:1]=[CH:6][CH:5]=2)[NH:11][N:10]=1 |f:1.2|. Procedure details: A suspension of 5-(4-pyridyl)-1H-1,2,4-triazole-3-thiol (Aldrich) (4 g, 22.4 mmol) and .potassium t-butoxide (2.89 g, 25.8 mmol) in DMF (30 mL) was stirred at room temperature under argon until a homogeneous solution resulted. Methyl iodide (1.48 mL 23.8 mmol) was added and the reaction mixture was heated to 50° C. in an oil bath for 16 h. The reaction mixture was diluted with water, extracted with EtOAc, the organic extract was washed with water and dried (MgSO4). The solid obtained on concentr... The reactants are ClC1=NC=2C=CC(=C(C2C=C1)C(=O)O)Cl (2,6-dichloro-5-quinolinecarboxylic acid), N1CCC(CC1)C(=O)OCC (4-piperidinecarboxylic acid, ethyl ester). Yields the product ClC1=C(C=2C=CC(=NC2C=C1)N1CCC(CC1)C(=O)OCC)C(=O)O (6-Chloro-2-[4-(ethoxycarbonyl)-1-piperidinyl]-5-quinolinecarboxylic Acid). Yield: 75.1%. Reaction SMILES: Cl[C:2]1[CH:11]=[CH:10][C:9]2[C:8]([C:12]([OH:14])=[O:13])=[C:7]([Cl:15])[CH:6]=[CH:5][C:4]=2[N:3]=1.[NH:16]1[CH2:21][CH2:20][CH:19]([C:22]([O:24][CH2:25][CH3:26])=[O:23])[CH2:18][CH2:17]1>>[Cl:15][C:7]1[CH:6]=[CH:5][C:4]2[N:3]=[C:2]([N:16]3[CH2:21][CH2:20][CH:19]([C:22]([O:24][CH2:25][CH3:26])=[O:23])[CH2:18][CH2:17]3)[CH:11]=[CH:10][C:9]=2[C:8]=1[C:12]([OH:14])=[O:13]. Procedure details: Prepared according to the method of example 30, using 2,6-dichloro-5-quinolinecarboxylic acid (Example 76(b)) (800 mg) and 4-piperidinecarboxylic acid, ethyl ester (2.7 g). Purification (Varian NH2 cartridge using methanol (100 mL) and then 2% acetic acid in methanol (100 mL) as eluant) afforded the title compound as a solid (900 mg). Reactants: O=C([O-])[O-], COC(CBr)OC, CN(C)C=O, Nc1ccc(OC2CCCC2)cc1, [K+], [K+]. Product: COC(CNc1ccc(OC2CCCC2)cc1)OC. As a reaction SMILES: [C:21](=[O:22])([O-:23])[O-:24].[CH3:14][O:15][CH:16]([CH2:17][Br:18])[O:19][CH3:20].[CH3:27][N:28]([CH3:29])[CH:30]=[O:31].[CH:1]1([O:6][c:7]2[cH:8][cH:9][c:10]([NH2:13])[cH:11][cH:12]2)[CH2:2][CH2:3][CH2:4][CH2:5]1.[K+:25].[K+:26]>>[CH:1]1([O:6][c:7]2[cH:8][cH:9][c:10]([NH:13][CH2:17][CH:16]([O:15][CH3:14])[O:19][CH3:20])[cH:11][cH:12]2)[CH2:2][CH2:3][CH2:4][CH2:5]1. Reactants: N[C@@H](CC1=CC=CC=C1)C(=O)O (Phenylalanine), Cl (HCl), C=O (formalin), Cl (HCl), C=O (formalin). Yields the product C1NC(CC2=CC=CC=C12)C(=O)O (1,2,3,4-Tetrahydro-3-isoquinolinecarboxylic Acid). RXN SMILES: [NH2:1][C@H:2]([C:10]([OH:12])=[O:11])[CH2:3][C:4]1[CH:9]=[CH:8][CH:7]=[CH:6][CH:5]=1.Cl.[CH2:14]=O>>[CH2:14]1[C:9]2[C:4](=[CH:5][CH:6]=[CH:7][CH:8]=2)[CH2:3][CH:2]([C:10]([OH:12])=[O:11])[NH:1]1. Procedure details: Phenylalanine (75 g) was refluxed with 488 ml of concentrated HCl and 165 ml of formalin for 30 minutes. Then a further 165 ml of HCl and 75 ml of formalin were added and the mixture refluxed for six more hours. After cooling, it was filtered, washed with a small amount of methanol, and dried overnight in a vacuum oven. This material was then treated for an hour with refluxing isopropanol and filtered after cooling to give 28 gms. Starting materials: O=P(Cl)(Cl)Cl (POCl3), C(C)(C)(C)C1=NC=C(C(=N1)O)C(=O)OCC (ethyl 2-tert-butyl-4-hydroxypyrimidine-5-carboxylate). Solvent: C(C)N(CC)CC (triethylamine). Conditions: temperature 40 celsius. The product is C(C)(C)(C)C1=NC=C(C(=N1)Cl)C(=O)OCC (ethyl 2-tert-butyl-4-chloropyrimidine-5-carboxylate). Yield: 85.0%. RXN SMILES: O=P(Cl)(Cl)[Cl:3].[C:6]([C:10]1[N:15]=[C:14](O)[C:13]([C:17]([O:19][CH2:20][CH3:21])=[O:18])=[CH:12][N:11]=1)([CH3:9])([CH3:8])[CH3:7]>C(N(CC)CC)C>[C:6]([C:10]1[N:15]=[C:14]([Cl:3])[C:13]([C:17]([O:19][CH2:20][CH3:21])=[O:18])=[CH:12][N:11]=1)([CH3:9])([CH3:8])[CH3:7]. Procedure details: In cold (˜0° C.) POCl3 (20 mL) was dropped triethylamine (0.55 mL) with stirring. To this was added in parts of ethyl 2-tert-butyl-4-hydroxypyrimidine-5-carboxylate (2.18 g, 9.72 mmol). The mixture then warmed to 40° C. and stirred under Argon for 1 hour. The mixture was evaporated until free of POCl3, diluted with CHCl3 (100 mL) and poured carefully into ice (300 mL). The solution was stirred at RT to melt. The organic phase was separated, washed with sodium bicarbonate (100 mL), water (100 mL)... Reactants: BrCC(=O)C=1C=C(SC1C)C(=O)OC(C)C (Isopropyl 4-(2-bromoacetyl)-5-methylthiophene-2-carboxylate), C1(=CC=CC=C1)NC(=S)N (phenylthiourea). The product is Br.CC1=C(C=C(S1)C(=O)OC(C)C)C=1N=C(SC1)NC1=CC=CC=C1 (isopropyl 5-methyl-4- [2-(phenylamino)(1,3-thiazol-4-yl)]-thiophene-2-carboxylate hydrobromide). The yield is 86.7%. Reaction SMILES: [Br:1][CH2:2][C:3]([C:5]1[CH:6]=[C:7]([C:11]([O:13][CH:14]([CH3:16])[CH3:15])=[O:12])[S:8][C:9]=1[CH3:10])=O.[C:17]1([NH:23][C:24]([NH2:26])=[S:25])[CH:22]=[CH:21][CH:20]=[CH:19][CH:18]=1>>[BrH:1].[CH3:10][C:9]1[S:8][C:7]([C:11]([O:13][CH:14]([CH3:16])[CH3:15])=[O:12])=[CH:6][C:5]=1[C:3]1[N:26]=[C:24]([NH:23][C:17]2[CH:22]=[CH:21][CH:20]=[CH:19][CH:18]=2)[S:25][CH:2]=1 |f:2.3|. Reported procedure: Isopropyl 4-(2-bromoacetyl)-5-methylthiophene-2-carboxylate (64 mg, 0.21 mmol) was allowed to react with phenylthiourea (32.1 mg) as described in Example 154, step (a) to give 80 mg (87% yield) of isopropyl 5-methyl-4- [2-(phenylamino)(1,3-thiazol-4-yl)]-thiophene-2-carboxylate hydrobromide. Mass Spectrum (ESI) m/z calcd. for C18H18N2O2S2, 358.5 (M+H), found 359.2. Reactants: CC(=O)O, Cc1ccccc1, [Fe], O=[N+]([O-])c1ccccc1Nc1ccc2c(c1)OCCO2, O. Product: Nc1ccccc1Nc1ccc2c(c1)OCCO2. As a reaction SMILES: [CH3:21][C:22](=[O:23])[OH:24].[CH3:27][c:28]1[cH:29][cH:30][cH:31][cH:32][cH:33]1.[Fe:26].[N+:1]([O-:2])(=[O:3])[c:4]1[c:5]([NH:10][c:11]2[cH:12][c:13]3[c:14]([cH:19][cH:20]2)[O:15][CH2:16][CH2:17][O:18]3)[cH:6][cH:7][cH:8][cH:9]1.[OH2:25]>>[NH2:1][c:4]1[c:5]([NH:10][c:11]2[cH:12][c:13]3[c:14]([cH:19][cH:20]2)[O:15][CH2:16][CH2:17][O:18]3)[cH:6][cH:7][cH:8][cH:9]1. Reactants: [Al+3], CCc1nc(C(F)(F)F)ccc1C(=O)N(C)OC, C1CCOC1, [H-], [H-], [H-], [H-], [Li+]. The product is CCc1nc(C(F)(F)F)ccc1C=O. Reaction SMILES: [Al+3:20].[CH2:1]([CH3:2])[c:3]1[c:4]([C:5](=[O:6])[N:7]([O:8][CH3:9])[CH3:10])[cH:11][cH:12][c:13]([C:15]([F:16])([F:17])[F:18])[n:14]1.[CH2:25]1[O:26][CH2:27][CH2:28][CH2:29]1.[H-:19].[H-:22].[H-:23].[H-:24].[Li+:21]>>[CH2:1]([CH3:2])[c:3]1[c:4]([CH:5]=[O:6])[cH:11][cH:12][c:13]([C:15]([F:16])([F:17])[F:18])[n:14]1. Starting materials: O=S(=O)(c1cccs1)N1CCNC(CN2C3COCC2C(OCc2ccccc2)C3)C1, CCN(C(C)C)C(C)C, CC(O)(c1cnc(Cl)nc1)C(F)(F)F, C1COCCO1. Yields the product CC(O)(c1cnc(N2CCN(S(=O)(=O)c3cccs3)CC2CN2C3COCC2C(OCc2ccccc2)C3)nc1)C(F)(F)F. As a reaction SMILES: [CH2:1]([c:2]1[cH:3][cH:4][cH:5][cH:6][cH:7]1)[O:8][CH:9]1[CH:10]2[CH2:11][O:12][CH2:13][CH:14]([CH2:15]1)[N:16]2[CH2:17][CH:18]1[NH:19][CH2:20][CH2:21][N:22]([S:24](=[O:25])(=[O:26])[c:27]2[s:28][cH:29][cH:30][cH:31]2)[CH2:23]1.[CH:46]([N:47]([CH2:48][CH3:49])[CH:50]([CH3:51])[CH3:52])([CH3:53])[CH3:54].[Cl:32][c:33]1[n:34][cH:35][c:36]([C:39]([C:40]([F:41])([F:42])[F:43])([CH3:44])[OH:45])[cH:37][n:38]1.[O:55]1[CH2:56][CH2:57][O:58][CH2:59][CH2:60]1>>[CH2:1]([c:2]1[cH:3][cH:4][cH:5][cH:6][cH:7]1)[O:8][CH:9]1[CH:10]2[CH2:11][O:12][CH2:13][CH:14]([CH2:15]1)[N:16]2[CH2:17][CH:18]1[N:19]([c:33]2[n:34][cH:35][c:36]([C:39]([C:40]([F:41])([F:42])[F:43])([CH3:44])[OH:45])[cH:37][n:38]2)[CH2:20][CH2:21][N:22]([S:24](=[O:25])(=[O:26])[c:27]2[s:28][cH:29][cH:30][cH:31]2)[CH2:23]1.